Dataset: the Open Reaction Database (ORD), a public repository of structured organic reaction records. Task: describe an organic reaction: reactants, conditions, products, and yield Starting materials: C1(CCCCC1)N=C=NC1CCCCC1 (dicyclohexylcarbodiimide), N1CCC(CC1)OCC(=O)OC(C)(C)C (t-butyl (4-piperidinyloxy)acetate), C(C1=CC=CC=C1)OC(=O)N[C@@H](CC1=CC=C(C=C1)OC(C)(C)C)C(=O)O (N-(benzyloxycarbonyl)-O-(1,1-dimethylethyl)-L-tyrosine). Reagents/catalysts: ON1C(CCC1=O)=O (N-hydroxysuccinimide). Solvent: C(C)(=O)OCC (ethyl acetate), C(C)(=O)OCC (ethyl acetate), C(C)(=O)OCC (ethyl acetate). Run at time 30 minute. The product is C(C)(C)(C)OC1=CC=C(C[C@@H](C(=O)N2CCC(CC2)OCC(=O)OC(C)(C)C)NC(OCC2=CC=CC=C2)=O)C=C1 (benzyl [(S)-p-t-butoxy-α-[[4-[(t-butoxycarbonyl)methoxy]-piperidino]carbonyl]phenethyl]carbamate). Yield: 85.0%. RXN SMILES: [CH2:1]([O:8][C:9]([NH:11][C@H:12]([C:25]([OH:27])=O)[CH2:13][C:14]1[CH:19]=[CH:18][C:17]([O:20][C:21]([CH3:24])([CH3:23])[CH3:22])=[CH:16][CH:15]=1)=[O:10])[C:2]1[CH:7]=[CH:6][CH:5]=[CH:4][CH:3]=1.C1(N=C=NC2CCCCC2)CCCCC1.[NH:43]1[CH2:48][CH2:47][CH:46]([O:49][CH2:50][C:51]([O:53][C:54]([CH3:57])([CH3:56])[CH3:55])=[O:52])[CH2:45][CH2:44]1>C(OCC)(=O)C.ON1C(=O)CCC1=O>[C:21]([O:20][C:17]1[CH:18]=[CH:19][C:14]([CH2:13][C@H:12]([NH:11][C:9](=[O:10])[O:8][CH2:1][C:2]2[CH:3]=[CH:4][CH:5]=[CH:6][CH:7]=2)[C:25]([N:43]2[CH2:44][CH2:45][CH:46]([O:49][CH2:50][C:51]([O:53][C:54]([CH3:57])([CH3:56])[CH3:55])=[O:52])[CH2:47][CH2:48]2)=[O:27])=[CH:15][CH:16]=1)([CH3:22])([CH3:23])[CH3:24]. Procedure details: 11.14 g (30 mmol) of N-(benzyloxycarbonyl)-O-(1,1-dimethylethyl)-L-tyrosine were dissolved in 65 ml of ethyl acetate while warming to 40°. The solution was treated at 20° with 0.1 g (0.9 mmol) of N-hydroxysuccinimide. Subsequently, a solution of 7.5 g (36 mmol) of dicyclohexylcarbodiimide in 40 ml of ethyl acetate was added dropwise at 22° within 25 minutes. A white suspension formed during the addition and this was stirred for 30 minutes. A solution of 7.8 g (36 mmol) of t-butyl (4-piperidinylo... Reactants: Cl (HCl), [BH4-].[Na+] (NaBH4), C(C)(=O)OC(C([C@H](CC1=CC=CC=C1)NC(=O)OC(C)(C)C)=O)SC ((3S)-3-([(1,1-dimethylethyl)oxy]carbonylamino)-1-(methylsulfanyl)-2-oxo-4-phenylbutyl ethanoate). The solvent is O (water), CCO (EtOH), O (H2O). Conditions: temperature -20 celsius, time 1 hour. Yields the product C(C)(=O)OCC([C@H](CC1=CC=CC=C1)NC(=O)OC(C)(C)C)O ((3S)-3-([(1,1-dimethylethyl)oxy]carbonylamino)-2-hydroxy-4-phenylbutyl ethanoate). As a reaction SMILES: [C:1]([O:4][CH:5](SC)[C:6](=[O:23])[C@@H:7]([NH:15][C:16]([O:18][C:19]([CH3:22])([CH3:21])[CH3:20])=[O:17])[CH2:8][C:9]1[CH:14]=[CH:13][CH:12]=[CH:11][CH:10]=1)(=[O:3])[CH3:2].[BH4-].[Na+].Cl>CCO.O>[C:1]([O:4][CH2:5][CH:6]([OH:23])[C@@H:7]([NH:15][C:16]([O:18][C:19]([CH3:22])([CH3:21])[CH3:20])=[O:17])[CH2:8][C:9]1[CH:10]=[CH:11][CH:12]=[CH:13][CH:14]=1)(=[O:3])[CH3:2] |f:1.2|. Reported procedure: To a suitable reactor was added the crude 3a in EtOH solution (about 153 mL) reserved from the previous step at 20-30° C. under N2. The mixture was cooled to −25 to −15° C., and NaBH4 (2.35 g) in water (60 mL) was added at below −8° C. The reaction mixture was warmed to −5-5° C. and stirred for 1 hr. The reaction was deemed completed as determined by TLC. 1N HCl aqueous solution (60 mL) was added at below 10° C. The mixture was warmed to 20-30° C., and H2O (183 mL) was added at this temperature.... Starting materials: O=c1c(CO)nn(Cc2ccccc2)c2cccc(Cl)c12, [K+], [K+], [K+], CN(C)C=O, O=P([O-])([O-])[O-], Cc1cc(C)c(B(O)O)c(C)c1. The product is Cc1cc(C)c(-c2cccc3c2c(=O)c(CO)nn3Cc2ccccc2)c(C)c1. RXN SMILES: [CH2:1]([c:2]1[cH:3][cH:4][cH:5][cH:6][cH:7]1)[n:8]1[n:9][c:10]([CH2:20][OH:21])[c:11](=[O:19])[c:12]2[c:13]([Cl:18])[cH:14][cH:15][cH:16][c:17]12.[K+:39].[K+:40].[K+:41].[O:42]=[CH:43][N:44]([CH3:45])[CH3:46].[P:34]([O-:35])([O-:36])([O-:37])=[O:38].[c:22]1([CH3:33])[c:23]([B:30]([OH:31])[OH:32])[c:24]([CH3:29])[cH:25][c:26]([CH3:28])[cH:27]1>>[CH2:1]([c:2]1[cH:3][cH:4][cH:5][cH:6][cH:7]1)[n:8]1[n:9][c:10]([CH2:20][OH:21])[c:11](=[O:19])[c:12]2[c:13](-[c:23]3[c:22]([CH3:33])[cH:27][c:26]([CH3:28])[cH:25][c:24]3[CH3:29])[cH:14][cH:15][cH:16][c:17]12. Starting materials: CCOC(=O)c1cc([N+](=O)[O-])cnc1C, CCO, NCCO. Product: Cc1ncc([N+](=O)[O-])cc1C(=O)NCCO. Reaction SMILES: [CH3:1][c:2]1[c:3]([C:4]([O:6][CH2:5][CH3:7])=[O:8])[cH:9][c:10]([N+:13](=[O:14])[O-:15])[cH:11][n:12]1.[CH3:20][CH2:21][OH:22].[NH2:16][CH2:17][CH2:18][OH:19]>>[CH3:1][c:2]1[c:3]([C:4](=[O:6])[NH:16][CH2:17][CH2:18][OH:19])[cH:9][c:10]([N+:13](=[O:14])[O-:15])[cH:11][n:12]1. The reactants are FC(C=1C=C(C=CC1)C=1C=C(CN(S(=O)(=O)C2=CC=C(C=C2)F)C)C=CC1O)(F)F (N-(3-(3-trifluoromethylphenyl)-4-hydroxybenzyl)-4-fluoro-N-methylbenzenesulfonamide), C(C1=CC=CC=C1)OC([C@H](C)O)=O ((S)-benzyl-2-hydroxypropanoate), N(=NC(=O)OCC)C(=O)OCC (diethyl azodicarboxylate), C1(=CC=CC=C1)P(C1=CC=CC=C1)C1=CC=CC=C1 (triphenylphosphine). Solvent: C1CCOC1 (THF). Reaction conditions: temperature 0 celsius, time 4 hour. Product: C(C1=CC=CC=C1)OC([C@@H](C)OC1=C(C=C(C=C1)CN(S(=O)(=O)C1=CC=C(C=C1)F)C)C1=CC(=CC=C1)C(F)(F)F)=O (benzyl-(R)-2-(2-(3-trifluoromethylphenyl)-4-((4-fluoro-N-methylphenylsulfonamido)methyl)phenoxy)propanate). Isolated yield 17.5%. As a reaction SMILES: [F:1][C:2]([F:30])([F:29])[C:3]1[CH:4]=[C:5]([C:9]2[CH:10]=[C:11]([CH:25]=[CH:26][C:27]=2[OH:28])[CH2:12][N:13]([CH3:24])[S:14]([C:17]2[CH:22]=[CH:21][C:20]([F:23])=[CH:19][CH:18]=2)(=[O:16])=[O:15])[CH:6]=[CH:7][CH:8]=1.[CH2:31]([O:38][C:39](=[O:43])[C@@H:40](O)[CH3:41])[C:32]1[CH:37]=[CH:36][CH:35]=[CH:34][CH:33]=1.N(C(OCC)=O)=NC(OCC)=O.C1(P(C2C=CC=CC=2)C2C=CC=CC=2)C=CC=CC=1>C1COCC1>[CH2:31]([O:38][C:39](=[O:43])[C@H:40]([O:28][C:27]1[CH:26]=[CH:25][C:11]([CH2:12][N:13]([CH3:24])[S:14]([C:17]2[CH:22]=[CH:21][C:20]([F:23])=[CH:19][CH:18]=2)(=[O:16])=[O:15])=[CH:10][C:9]=1[C:5]1[CH:6]=[CH:7][CH:8]=[C:3]([C:2]([F:1])([F:29])[F:30])[CH:4]=1)[CH3:41])[C:32]1[CH:37]=[CH:36][CH:35]=[CH:34][CH:33]=1. Procedure details: To a solution of N-(3-(3-trifluoromethylphenyl)-4-hydroxybenzyl)-4-fluoro-N-methylbenzenesulfonamide (36) (50.0 mg, 0.114 mmol, 1 eq) and (S)-benzyl-2-hydroxypropanoate (21 μL, 0.125 mmol, 1.1 eq, Aldrich, Milwaukee, Wis., USA) in THF (2 mL) at 0° C. was added diethyl azodicarboxylate (20 μL, 0.125 mmol, 1.1 eq) and triphenylphosphine (33 mg, 0.125 mmol, 1.1 eq). After stirring at 0° C. for 4 h, the mixture was extracted between saturated sodium bicarbonate and EtOAc, dried (Na2SO4), concentrate... RXN SMILES: [F:1][C:2]1[CH:15]=[CH:14][C:5]([O:6][C:7]2[CH:13]=[CH:12][C:10]([NH2:11])=[CH:9][CH:8]=2)=[CH:4][C:3]=1[C:16]([F:19])([F:18])[F:17].[CH3:20][N:21]([CH:23]=O)[CH3:22].Br[CH2:26][C:27]([C:29]1[CH:34]=[CH:33][CH:32]=[CH:31][CH:30]=1)=O>O.CCOCC>[CH2:9]([C:10]1[N:11]([C:10]2[CH:9]=[CH:8][C:7]([O:6][C:5]3[CH:14]=[CH:15][C:2]([F:1])=[C:3]([C:16]([F:17])([F:18])[F:19])[CH:4]=3)=[CH:13][CH:12]=2)[CH:26]=[C:27]([C:29]2[CH:34]=[CH:33][C:32]([O:6][CH:5]3[CH2:14][CH2:22][N:21]([CH3:20])[CH2:23][CH2:4]3)=[CH:31][CH:30]=2)[N:11]=1)[CH2:8][CH2:7][CH3:13]. Reactants: FC1=C(C=C(OC2=CC=C(N)C=C2)C=C1)C(F)(F)F (4-(4-fluoro-3-trifluoromethyl-phenoxy)-aniline), CN(C)C=O (DMF), BrCC(=O)C1=CC=CC=C1 (alpha-bromoacetophenone). Procedure: To a stirred solution of 4-(4-fluoro-3-trifluoromethyl-phenoxy)-aniline (1.64 mmol) in anhydrous DMF (30 mL) DIEA (3 eq) was added, followed by slow addition of the alpha-bromoacetophenone described above (2 eq), according to General Procedure R2. The reaction mixture was stirred under nitrogen at rt until completion, as indicated by TLC and HPLC. The reaction mixture was then diluted with cold H2O and the product was isolated in Et2O. The combined organic layers were washed with brine and dried... Product: C(CCC)C=1N(C=C(N1)C1=CC=C(OC2CCN(CC2)C)C=C1)C1=CC=C(C=C1)OC1=CC(=C(C=C1)F)C(F)(F)F (4-(4-{2-butyl-1-[4-(4-fluoro-3-trifluoromethyl-phenoxy)-phenyl]-1H-imidazol-4-yl}-phenoxy)-1-methyl-piperidine). Solvent: O (H2O), CCOCC (Et2O). The reactants are C(C)OC(CC=1C=C(C(=CC1)OC)C1=C(C=C(C=C1)C=1C=NC(=CC1)OCC)CNCC)=O ([4′-(6-ethoxy-pyridin-3-yl)-2′-ethylaminomethyl-6-methoxy-biphenyl-3-yl]-acetic acid ethyl ester), ClC1=CC=C(OCC(=O)Cl)C=C1 (4-chlorophenoxyacetyl chloride). Yields the product C(C)OC(CC=1C=C(C(=CC1)OC)C1=C(C=C(C=C1)C=1C=NC(=CC1)OCC)CN(CC)C(COC1=CC=C(C=C1)Cl)=O)=O ([2′-({[2-(4-Chloro-phenoxy)-acetyl]-ethyl-amino}-methyl)-4′-(6-ethoxy-pyridin-3-yl)-6-methoxy-biphenyl-3-yl]-acetic acid ethyl ester). RXN SMILES: [CH2:1]([O:3][C:4](=[O:33])[CH2:5][C:6]1[CH:7]=[C:8]([C:14]2[CH:19]=[CH:18][C:17]([C:20]3[CH:21]=[N:22][C:23]([O:26][CH2:27][CH3:28])=[CH:24][CH:25]=3)=[CH:16][C:15]=2[CH2:29][NH:30][CH2:31][CH3:32])[C:9]([O:12][CH3:13])=[CH:10][CH:11]=1)[CH3:2].[Cl:34][C:35]1[CH:45]=[CH:44][C:38]([O:39][CH2:40][C:41](Cl)=[O:42])=[CH:37][CH:36]=1>>[CH2:1]([O:3][C:4](=[O:33])[CH2:5][C:6]1[CH:7]=[C:8]([C:14]2[CH:19]=[CH:18][C:17]([C:20]3[CH:21]=[N:22][C:23]([O:26][CH2:27][CH3:28])=[CH:24][CH:25]=3)=[CH:16][C:15]=2[CH2:29][N:30]([C:41](=[O:42])[CH2:40][O:39][C:38]2[CH:44]=[CH:45][C:35]([Cl:34])=[CH:36][CH:37]=2)[CH2:31][CH3:32])[C:9]([O:12][CH3:13])=[CH:10][CH:11]=1)[CH3:2]. Procedure details: Prepared according to the procedure described in Example 1, Step 6, using the following starting materials: [4′-(6-ethoxy-pyridin-3-yl)-2′-ethylaminomethyl-6-methoxy-biphenyl-3-yl]-acetic acid ethyl ester and 4-chlorophenoxyacetyl chloride. The reactants are crude product, C[O-].[Na+] (Sodium methoxide), O1CC(NC2=C1C=CC=C2)=O (2H-1,4-benzoxazin-3(4H)-one), CN(C1=CC=C(C=O)C=C1)C (4-dimethylamino benzaldehyde). Solvent: CN(C)C=O (DMF). Reaction conditions: time 8 hour. Product: C(C)O (ethanol), CN(C)C=O.C(C)O (DMF ethanol). Yield: 40.0%. As a reaction SMILES: [CH3:1][O-:2].[Na+].[O:4]1C2C=CC=CC=2N[C:6](=O)[CH2:5]1.[CH3:15][N:16](C)[C:17]1C=C[C:20]([CH:21]=[O:22])=CC=1>CN(C=O)C>[CH2:5]([OH:4])[CH3:6].[CH3:15][N:16]([CH:1]=[O:2])[CH3:17].[CH2:21]([OH:22])[CH3:20] |f:0.1,6.7|. Reported procedure: HSB-9 and HSB-10: Sodium methoxide was added in one portion to a mixture of 2H-1,4-benzoxazin-3(4H)-one (10 mmol) and 4-dimethylamino benzaldehyde (16 mmol) in dry DMF (10 ml). The reaction mixture was refluxed overnight, then cooled to room temperature and poured into crushed ice and left overnight in the refrigerator. The precipitated solid was collected by filtration, washed with water and dried. The crude product was purified by recrystallisation from ethanol (30% yield) and DMF-ethanol (40%... Reactants: Cl.CON (methoxyamine hydrochloride), BrCC(=O)NC1=CC(=C2CC3CC4C(C(=C(C(C4(C(=C3C(C2=C1O)=O)O)O)=O)C(=O)N)O)N(C)C)N(C)C (9-(2-bromo-acetylamino)-4,7-bis-dimethylamino-3,10,12,12a-tetrahydroxy-1,11-dioxo-1,4,4a,5,5a,6,11,12a-octahydro-naphthacene-2-carboxylic acid amide). Run in C(C)#N (acetonitrile), CN1CCCN(C1=O)C (DMPU). Yields the product CN([C@@H]1C(=C(C([C@]2(C(=C3C(C4=C(C(=CC(=C4C[C@H]3C[C@@H]12)N(C)C)NC(CNOC)=O)O)=O)O)O)=O)C(=O)N)O)C ((4S,4aS,5aR,12aS)-4,7-bis(dimethylamino)-3,10,12,12a-tetrahydroxy-9-[(N-methoxyglycyl)amino]-1,11-dioxo-1,4,4a,5,5a,6,11,12a-octahydrotetracene-2-carboxamide). The yield is 21.2%. Reaction SMILES: Cl.[CH3:2][O:3][NH2:4].Br[CH2:6][C:7]([NH:9][C:10]1[C:27]([OH:28])=[C:26]2[C:13]([CH2:14][CH:15]3[C:24]([C:25]2=[O:29])=[C:23]([OH:30])[C:22]2([OH:31])[CH:17]([CH:18]([N:37]([CH3:39])[CH3:38])[C:19]([OH:36])=[C:20]([C:33]([NH2:35])=[O:34])[C:21]2=[O:32])[CH2:16]3)=[C:12]([N:40]([CH3:42])[CH3:41])[CH:11]=1)=[O:8]>CN1C(=O)N(C)CCC1.C(#N)C>[CH3:39][N:37]([CH3:38])[C@H:18]1[C@H:17]2[C@:22]([OH:31])([C:23]([OH:30])=[C:24]3[C@H:15]([CH2:16]2)[CH2:14][C:13]2[C:26](=[C:27]([OH:28])[C:10]([NH:9][C:7](=[O:8])[CH2:6][NH:4][O:3][CH3:2])=[CH:11][C:12]=2[N:40]([CH3:41])[CH3:42])[C:25]3=[O:29])[C:21](=[O:32])[C:20]([C:33]([NH2:35])=[O:34])=[C:19]1[OH:36] |f:0.1|. Procedure: The compound of the example is prepared by the procedure of example 1 using 1.5 g of methoxyamine hydrochloride (neutralized by NaOH, extracted with methylene chloride), and 0.5 g of 9-(2-bromo-acetylamino)-4,7-bis-dimethylamino-3,10,12,12a-tetrahydroxy-1,11-dioxo-1,4,4a,5,5a,6,11,12a-octahydro-naphthacene-2-carboxylic acid amide in 8 ml DMPU and 2.5 ml acetonitrile to give 0.1 g of the product. Reactants: C(C)(=O)O[BH-](OC(C)=O)OC(C)=O.[Na+] (sodium triacetoxyborohydride), N1N=CC2=CC(=CC=C12)NC1CCC(CC1)=O (4-(1H-5-Indazolylamino)-1-cyclohexanone), N1N=CC2=CC(=CC=C12)NC1CCC(CC1)=O (4-(1H-5-Indazolylamino)-1-cyclohexanone), Cl.NCCC1=CNC=N1 (histamine hydrochloride), Cl.CO (Hydrochloric acid methanol). Solvent: CO (methanol). Reaction conditions: time 18 hour. Product: N1C=NC=C1CCNC1CCC(CC1)NC=1C=C2C=NNC2=CC1 (N1-[2-(1H-5-Imidazolyl)ethyl]-N4-(1H-5-indazolyl)-1,4-cyclohexanediamine). Isolated yield 1.2%. Reaction SMILES: [NH:1]1[C:9]2[C:4](=[CH:5][C:6]([NH:10][CH:11]3[CH2:16][CH2:15][C:14](=O)[CH2:13][CH2:12]3)=[CH:7][CH:8]=2)[CH:3]=[N:2]1.Cl.[NH2:19][CH2:20][CH2:21][C:22]1[N:26]=[CH:25][NH:24][CH:23]=1.C(O[BH-](OC(=O)C)OC(=O)C)(=O)C.[Na+].Cl.CO>CO>[NH:26]1[C:22]([CH2:21][CH2:20][NH:19][CH:14]2[CH2:15][CH2:16][CH:11]([NH:10][C:6]3[CH:5]=[C:4]4[C:9](=[CH:8][CH:7]=3)[NH:1][N:2]=[CH:3]4)[CH2:12][CH2:13]2)=[CH:23][N:24]=[CH:25]1 |f:1.2,3.4,5.6|. Procedure: 4-(1H-5-Indazolylamino)-1-cyclohexanone (intermediate 3) (57 mg) and histamine hydrochloride (92 mg) were dissolved in methanol (1 ml), and sodium triacetoxyborohydride (105 mg) was added by portions to the solution at room temperature. The reaction mixture was stirred at room temperature for 18 hr. Hydrochloric acid-methanol was then added thereto, and the reaction mixture was stirred and was then concentrated. The residue was purified by HPLC [0.5% aqueous trifluoroacetic acid solution/acetoni...